This data is from the Open Reaction Database (ORD), a public repository of structured organic reaction records. The task is: describe an organic reaction: reactants, conditions, products, and yield The reactants are Cc1ccccc1, COCCN(Cc1ccc(-c2cc3nccc(Oc4ccc(NC(=O)N5CCN(c6ccc(F)cc6)C5=O)cc4F)c3s2)cc1)C(=O)OC(C)(C)C, O=C(O)C(F)(F)F. Yields the product COCCNCc1ccc(-c2cc3nccc(Oc4ccc(NC(=O)N5CCN(c6ccc(F)cc6)C5=O)cc4F)c3s2)cc1. Reaction SMILES: [CH3:60][c:61]1[cH:62][cH:63][cH:64][cH:65][cH:66]1.[F:1][c:2]1[c:3]([O:4][c:5]2[c:6]3[c:7]([n:8][cH:9][cH:10]2)[cH:11][c:12](-[c:14]2[cH:15][cH:16][c:17]([CH2:18][N:19]([C:20](=[O:21])[O:22][C:23]([CH3:24])([CH3:25])[CH3:26])[CH2:27][CH2:28][O:29][CH3:30])[cH:31][cH:32]2)[s:13]3)[cH:33][cH:34][c:35]([NH:37][C:38](=[O:39])[N:40]2[C:41](=[O:52])[N:42]([c:45]3[cH:46][cH:47][c:48]([F:51])[cH:49][cH:50]3)[CH2:43][CH2:44]2)[cH:36]1.[F:53][C:54]([F:55])([F:56])[C:57]([OH:58])=[O:59]>>[F:1][c:2]1[c:3]([O:4][c:5]2[c:6]3[c:7]([n:8][cH:9][cH:10]2)[cH:11][c:12](-[c:14]2[cH:15][cH:16][c:17]([CH2:18][NH:19][CH2:27][CH2:28][O:29][CH3:30])[cH:31][cH:32]2)[s:13]3)[cH:33][cH:34][c:35]([NH:37][C:38](=[O:39])[N:40]2[C:41](=[O:52])[N:42]([c:45]3[cH:46][cH:47][c:48]([F:51])[cH:49][cH:50]3)[CH2:43][CH2:44]2)[cH:36]1. Reactants: C=CCN, CC(C)c1csc2c(Cl)nc(Cl)nc12, CN(C)C=O, O. Product: C=CCNc1nc(Cl)nc2c(C(C)C)csc12. As a reaction SMILES: [CH2:15]([CH:16]=[CH2:17])[NH2:18].[Cl:1][c:2]1[n:3][c:4]([Cl:14])[c:5]2[c:6]([n:7]1)[c:8]([CH:11]([CH3:12])[CH3:13])[cH:9][s:10]2.[O:20]=[CH:21][N:22]([CH3:23])[CH3:24].[OH2:19]>>[Cl:1][c:2]1[n:3][c:4]([NH:18][CH2:15][CH:16]=[CH2:17])[c:5]2[c:6]([n:7]1)[c:8]([CH:11]([CH3:12])[CH3:13])[cH:9][s:10]2. Starting materials: N1(CCOCC1)C(=O)O[C@@H](C)\C=C/C(=O)N[C@H]1[C@H](O[C@H]([C@H](C1)C)C\C=C(\C=C)/C)C ((S,Z)-5-((2R,3R,5S,6S)-2,5-dimethyl-6-((E)-3-methylpenta-2,4-dienyl)-tetrahydro-2H-pyran-3-ylamino)-5-oxopent-3-en-2-yl morpholine-4-carboxylate), C(=C)[C@@H]1[C@H]([C@]2(CO2)CC(O1)(C)C)O ((3R,4R,5R)-5-ethenyl-7,7-dimethyl-1,6-dioxaspiro[2.5]octan-4-ol), C1(C=CC(C=C1)=O)=O (benzoquinone), C(=C)[C@@H]1[C@H]([C@]2(CO2)CC(O1)(C)C)O ((3R,4R,5R)-5-ethenyl-7,7-dimethyl-1,6-dioxaspiro[2.5]octan-4-ol). Reagents/catalysts: catalyst, catalyst. Run in C(CCl)Cl (ClCH2CH2Cl), C(CCl)Cl (ClCH2CH2Cl). Run at temperature 42 celsius. The product is C(=C)[C@@H]1[C@H]([C@]2(CO2)CC(O1)(C)C)O ((3R,4R,5R)-5-ethenyl-7,7-dimethyl-1,6-dioxaspiro[2.5]octan-4-ol), C(C=CCC)(=O)N (2-Pentenamide). Yield: 29.0%. RXN SMILES: N1(C(O[C@H:10](/[CH:12]=[CH:13]\[C:14]([NH:16][C@@H]2C[C@H](C)[C@H](C/C=C(\C)/C=C)O[C@@H]2C)=[O:15])[CH3:11])=O)CCOCC1.[CH:31]([C@H:33]1[O:40][C:39]([CH3:42])([CH3:41])[CH2:38][C@:35]2([O:37][CH2:36]2)[C@@H:34]1[OH:43])=[CH2:32].C1(=O)C=CC(=O)C=C1>C(Cl)CCl>[CH:31]([C@H:33]1[O:40][C:39]([CH3:42])([CH3:41])[CH2:38][C@:35]2([O:37][CH2:36]2)[C@@H:34]1[OH:43])=[CH2:32].[C:14]([NH2:16])(=[O:15])[CH:13]=[CH:12][CH2:10][CH3:11]. Procedure: A solution of (3R,4R,5R)-5-ethenyl-7,7-dimethyl-1,6-dioxaspiro[2.5]octan-4-ol (18 mg, 0.099 mmol) was prepared in ClCH2CH2Cl (200 μL) at 23° C. under an open atmosphere. To a stirred solution of (S,Z)-5-((2R,3R,5S,6S)-2,5-dimethyl-6-((E)-3-methylpenta-2,4-dienyl)-tetrahydro-2H-pyran-3-ylamino)-5-oxopent-3-en-2-yl morpholine-4-carboxylate (26 mg, 0.062 mmol) in ClCH2CH2Cl (200 μL) was added the solution of (3R,4R,5R)-5-ethenyl-7,7-dimethyl-1,6-dioxaspiro[2.5]octan-4-ol (100 μL), benzoquinone (1.4... Starting materials: C(C1=CC=CC=C1)N1CC(CC1)OCCN(C)C (1-benzyl-3-(2-dimethylaminoethoxy)pyrrolidine), [H][H] (hydrogen), [H][H] (hydrogen). Solvent: C(C)O (ethanol). Product: CN(CCOC1CNCC1)C (3-(2-Dimethylaminoethoxy)pyrrolidine). As a reaction SMILES: C([N:8]1[CH2:12][CH2:11][CH:10]([O:13][CH2:14][CH2:15][N:16]([CH3:18])[CH3:17])[CH2:9]1)C1C=CC=CC=1.[H][H]>C(O)C>[CH3:17][N:16]([CH3:18])[CH2:15][CH2:14][O:13][CH:10]1[CH2:11][CH2:12][NH:8][CH2:9]1. Reported procedure: A solution of 10.0 g. (0.0402 mole) of 1-benzyl-3-(2-dimethylaminoethoxy)pyrrolidine in ethanol containing 10% palladium on charcoal was shaken at 60° C. in about three atmospheres of hydrogen until the theoretical amount of hydrogen was used. The cooled filtered solution was concentrated at reduced pressure to give a quantitative yield of oily product. The structure was confirmed by its nuclear magnetic resonance spectrum. Reactants: OC1=NOC(=C1)CCC(=S)OC(C1=CC=CC=C1)C1=CC=CC=C1 (benzhydryl 3-hydroxyisoxazol-5-ylmethylthioacetate), C1(=CC=CC=C1)S(=O)(=O)Cl (benzenesulphonyl chloride). Run in C(C)N(CC)CC (triethylamine). Product: C1(=CC=CC=C1)S(=O)(=O)OC1=NOC(=C1)CCC(=S)OC(C1=CC=CC=C1)C1=CC=CC=C1 (benzhydryl 3-benzenesulphonyloxyisoxazol-5-ylmethylthioacetate). Reaction SMILES: [OH:1][C:2]1[CH:6]=[C:5]([CH2:7][CH2:8][C:9]([O:11][CH:12]([C:19]2[CH:24]=[CH:23][CH:22]=[CH:21][CH:20]=2)[C:13]2[CH:18]=[CH:17][CH:16]=[CH:15][CH:14]=2)=[S:10])[O:4][N:3]=1.[C:25]1([S:31](Cl)(=[O:33])=[O:32])[CH:30]=[CH:29][CH:28]=[CH:27][CH:26]=1>C(N(CC)CC)C>[C:25]1([S:31]([O:1][C:2]2[CH:6]=[C:5]([CH2:7][CH2:8][C:9]([O:11][CH:12]([C:19]3[CH:24]=[CH:23][CH:22]=[CH:21][CH:20]=3)[C:13]3[CH:14]=[CH:15][CH:16]=[CH:17][CH:18]=3)=[S:10])[O:4][N:3]=2)(=[O:33])=[O:32])[CH:30]=[CH:29][CH:28]=[CH:27][CH:26]=1. Procedure details: This benzhydryl 3-hydroxyisoxazol-5-ylmethylthioacetate was reacted with benzenesulphonyl chloride in the presence of triethylamine to give benzhydryl 3-benzenesulphonyloxyisoxazol-5-ylmethylthioacetate, which was treated with trifluoroacetic acid to afford the title compound as crystals.